Dataset: the Open Reaction Database (ORD), a public repository of structured organic reaction records. Task: describe an organic reaction: reactants, conditions, products, and yield Starting materials: BrC1=CC(=CS1)C=O (5-bromo-3-thiophenecarboxaldehyde), C(CO)O (ethylene glycol), C1=CC=CC=C1 (benzene), O (water). Reagents/catalysts: CC=1C=CC(=CC1)S(=O)(=O)O (PTSA). The product is O1C(OCC1)C=1C=C(SC1)C1=CC=CC=C1 (4-(1,3-Dioxolan-2-yl)-2-phenylthiophene). As a reaction SMILES: Br[C:2]1[S:6][CH:5]=[C:4]([CH:7]=[O:8])[CH:3]=1.[CH2:9]([OH:12])[CH2:10]O.O.[CH:14]1[CH:19]=[CH:18][CH:17]=[CH:16][CH:15]=1>CC1C=CC(S(O)(=O)=O)=CC=1>[O:12]1[CH2:9][CH2:10][O:8][CH:7]1[C:4]1[CH:3]=[C:2]([C:14]2[CH:19]=[CH:18][CH:17]=[CH:16][CH:15]=2)[S:6][CH:5]=1. Reported procedure: A solution of 5-bromo-3-thiophenecarboxaldehyde (32.5 g) in benzene (500 ml) was treated with PTSA (0.323 g) and ethylene glycol (21.1 g), and the mixture heated under reflux in a Dean and Stark apparatus until the theoretical volume of water had been removed. After cooling the mixture was washed with water, (2×) then brine, dried, filtered and concentrated, and the residue distilled (b.p. 96°-100° at 0.4 mm) to give the title compound as an oil (24 g).